This data is from the Open Reaction Database (ORD), a public repository of structured organic reaction records. The task is: describe an organic reaction: reactants, conditions, products, and yield Starting materials: Cl (hydrochloride), N1=CC=C(C=C1)C=C1C(N(C2=CC=CC=C12)C1=CC=CC=C1)=O (3-(4-pyridinylmethylidene)-1-phenylindolin-2-one), [OH-].[Na+] (sodium hydroxide), [BH4-].[Na+] (Sodium borohydride). The solvent is O (water), CO (methanol). Reaction conditions: time 50 minute. Yields the product N1=CC=C(C=C1)CC1(C(N(C2=CC=CC=C12)C1=CC=CC=C1)=O)CC1=CC=NC=C1 (3,3-bis(4-pyridinylmethyl)-1-phenylindolin-2-one). The yield is 147.3%. Reaction SMILES: [N:1]1[CH:6]=[CH:5][C:4]([CH:7]=[C:8]2[C:16]3[C:11](=[CH:12][CH:13]=[CH:14][CH:15]=3)[N:10]([C:17]3[CH:22]=[CH:21][CH:20]=[CH:19][CH:18]=3)[C:9]2=[O:23])=[CH:3][CH:2]=1.[BH4-].[Na+].[OH-].[Na+].Cl>CO.O>[N:1]1[CH:2]=[CH:3][C:4]([CH2:7][C:8]2([CH2:7][C:4]3[CH:5]=[CH:6][N:1]=[CH:2][CH:3]=3)[C:16]3[C:11](=[CH:12][CH:13]=[CH:14][CH:15]=3)[N:10]([C:17]3[CH:22]=[CH:21][CH:20]=[CH:19][CH:18]=3)[C:9]2=[O:23])=[CH:5][CH:6]=1 |f:1.2,3.4|. Reported procedure: A slurry of 3-(4-pyridinylmethylidene)-1-phenylindolin-2-one (80 g, 0.268M) in methanol (600 mL) was cooled to 6°. Sodium borohydride pellets (0.2 g each, 3.19 g total 0.084M) were added over 20 minutes with gentle cooling. The mixture was stirred for 50 minutes, cooled to 7°, and 10N sodium hydroxide (64 mL, 0.64M) added over 11 minutes. A solution of 4-picolychloride hydrochloride (4.85 g, 0.296M) in water (160 mL) was then added over 28 minutes while maintaining a temperature of 10°-15°. Cool... Reactants: Cl.C1(CC1)C(N)=N (cyclopropanecarboximidamide hydrochloride), a1, [OH-].[Na+] (sodium hydroxide). The solvent is CC#N (CH3CN), O (water). Run at time 8 hour. Product: C1(CC1)C1=NC=C(C=N1)C=O (2-cyclopropylpyrimidine-5-carbaldehyde). Isolated yield 97.7%. As a reaction SMILES: Cl.[CH:2]1([C:5](=[NH:7])[NH2:6])[CH2:4][CH2:3]1.[OH-:8].[Na+]>CC#N.O>[CH:2]1([C:5]2[N:6]=[CH:4][C:2]([CH:5]=[O:8])=[CH:3][N:7]=2)[CH2:4][CH2:3]1 |f:0.1,2.3|. Procedure: To a mixture of a1 (ca. 0.095 mol) in CH3CN (300 mL) was added cyclopropanecarboximidamide hydrochloride (12.5 g, 0.105 mol), then sodium hydroxide (7.6 g, 0.19 mol) in water (7.6 mL) was added drop-wise at 0° C. After addition was complete, the resulting mixture was stirred at room temperature overnight. After filtration, the filtrate was concentrated to remove CH3CN under reduced pressure and the residue water phase was extracted with DCM (3×300 mL). The organic layer was dried over Na2SO4, fi... Starting materials: NC1=C(C=NN1C1CCOCC1)C#N (5-amino-1-(tetrahydro-2H-pyran-4-yl)-1H-pyrazole-4-carbonitrile), OO (H2O2), N (ammonia). Run in C(C)O (ethanol). Reaction conditions: time 48 hour. The product is NC1=C(C=NN1C1CCOCC1)C(=O)N (5-amino-1-(tetrahydro-2H-pyran-4-yl)-1H-pyrazole-4-carboxamide). Yield: 65.0%. As a reaction SMILES: [NH2:1][C:2]1[N:6]([CH:7]2[CH2:12][CH2:11][O:10][CH2:9][CH2:8]2)[N:5]=[CH:4][C:3]=1[C:13]#[N:14].[OH:15]O.N>C(O)C>[NH2:1][C:2]1[N:6]([CH:7]2[CH2:8][CH2:9][O:10][CH2:11][CH2:12]2)[N:5]=[CH:4][C:3]=1[C:13]([NH2:14])=[O:15]. Procedure: A stirred solution of 5-amino-1-(tetrahydro-2H-pyran-4-yl)-1H-pyrazole-4-carbonitrile (˜228 mmol) in ethanol (300 mL) was treated with 35% aqueous H2O2 (100 mL) followed by aqueous ammonia (300 mL). The reaction mixture was stirred for 48 h at ambient temp and then quenched with aq saturated sodium thiosulfate (800 mL) and concentrated under reduced pressure to remove most of the ethanol. The resulting solid was removed by filtration and washed with water (2×200 mL) and ether (2×150 mL). The sol... RXN SMILES: [CH2:1]([CH3:2])[S:3](=[O:4])(=[O:5])[Cl:6].[NH2:7][c:8]1[cH:9][c:10]([C:11](=[O:12])[NH:13][c:14]2[cH:15][cH:16][cH:17][cH:18][cH:19]2)[cH:20][cH:21][c:22]1[O:23][CH3:24].[cH:25]1[cH:26][cH:27][n:28][cH:29][cH:30]1>>[CH2:1]([CH3:2])[S:3](=[O:4])(=[O:5])[NH:7][c:8]1[cH:9][c:10]([C:11](=[O:12])[NH:13][c:14]2[cH:15][cH:16][cH:17][cH:18][cH:19]2)[cH:20][cH:21][c:22]1[O:23][CH3:24]. Starting materials: CCS(=O)(=O)Cl, COc1ccc(C(=O)Nc2ccccc2)cc1N, c1ccncc1. The product is CCS(=O)(=O)Nc1cc(C(=O)Nc2ccccc2)ccc1OC.